This data is from the Open Reaction Database (ORD), a public repository of structured organic reaction records. The task is: describe an organic reaction: reactants, conditions, products, and yield Reactants: C1CCOC1, CS(=O)(=O)Cl, O=C1NCCC1Oc1ncnc2c1cnn2-c1ccccc1Cl, [Li]CCCC. Yields the product CS(=O)(=O)N1CCC(Oc2ncnc3c2cnn3-c2ccccc2Cl)C1=O. Reaction SMILES: [CH2:34]1[O:35][CH2:36][CH2:37][CH2:38]1.[CH3:29][S:30]([Cl:31])(=[O:32])=[O:33].[Cl:6][c:7]1[c:8](-[n:13]2[n:14][cH:15][c:16]3[c:17]2[n:18][cH:19][n:20][c:21]3[O:22][CH:23]2[C:24](=[O:28])[NH:25][CH2:26][CH2:27]2)[cH:9][cH:10][cH:11][cH:12]1.[Li:1][CH2:2][CH2:3][CH2:4][CH3:5]>>[Cl:6][c:7]1[c:8](-[n:13]2[n:14][cH:15][c:16]3[c:17]2[n:18][cH:19][n:20][c:21]3[O:22][CH:23]2[C:24](=[O:28])[N:25]([S:30]([CH3:29])(=[O:32])=[O:33])[CH2:26][CH2:27]2)[cH:9][cH:10][cH:11][cH:12]1. The reactants are Cc1cc(C2=NOC(c3cc(Cl)cc(Cl)c3)(C(F)(F)F)C2)sc1Br, CCOC(=O)C#N, C1CCOC1, CC[Mg]Cl. The product is CCOC(=O)c1sc(C2=NOC(c3cc(Cl)cc(Cl)c3)(C(F)(F)F)C2)cc1C. Reaction SMILES: [Br:5][c:6]1[c:7]([CH3:28])[cH:8][c:9]([C:11]2=[N:12][O:13][C:14]([C:16]([F:17])([F:18])[F:19])([c:20]3[cH:21][c:22]([Cl:27])[cH:23][c:24]([Cl:26])[cH:25]3)[CH2:15]2)[s:10]1.[CH2:29]([CH3:30])[O:31][C:32](=[O:33])[C:34]#[N:35].[CH2:36]1[O:37][CH2:38][CH2:39][CH2:40]1.[CH3:1][CH2:2][Mg:3][Cl:4]>>[c:6]1([C:32]([O:31][CH2:29][CH3:30])=[O:33])[c:7]([CH3:28])[cH:8][c:9]([C:11]2=[N:12][O:13][C:14]([C:16]([F:17])([F:18])[F:19])([c:20]3[cH:21][c:22]([Cl:27])[cH:23][c:24]([Cl:26])[cH:25]3)[CH2:15]2)[s:10]1. The reactants are O (water), OC1=CC2=C(C(CO2)=O)C=C1 (6-hydroxy-2H-benzofuran-3-one), COC1=C(C=O)C(=CC=C1)OC (2,6-dimethoxybenzaldehyde), CO (methanol), Cl (hydrochloric acid). Yields the product COC1=C(C=CC(=C1)OC)C=C1OC2=C(C1=O)C=CC(=C2)O (2-[(2,4-dimethoxyphenyl)methylene]-6-hydroxy-3(2H)-benzofuranone). As a reaction SMILES: [OH:1][C:2]1[CH:11]=[CH:10][C:5]2[C:6](=[O:9])[CH2:7][O:8][C:4]=2[CH:3]=1.[CH3:12][O:13][C:14]1[CH:21]=[CH:20][CH:19]=[C:18]([O:22][CH3:23])[C:15]=1C=O.Cl.O.[CH3:26]O>>[CH3:23][O:22][C:18]1[CH:15]=[C:14]([O:13][CH3:12])[CH:21]=[CH:20][C:19]=1[CH:26]=[C:7]1[C:6](=[O:9])[C:5]2[CH:10]=[CH:11][C:2]([OH:1])=[CH:3][C:4]=2[O:8]1. Reported procedure: After 6-hydroxy-2H-benzofuran-3-one 1 g and 2,6-dimethoxybenzaldehyde 1.23 g were dissolved in methanol 75 ml, concentrated hydrochloric acid 50 ml was added, and the mixture was refluxed for 1.5 hours. After the solution was cooled to room temperature, water 400 ml was added. The precipitated crystals were filtered, and dried over phosphorous pentoxide at a temperature of 60° C. for four hours under reduced pressure to obtain the desired compound 0.95 g. Reactants: COCCOCOC1=C(C(=O)OC)C=CC=C1NC1=NC=C(C=C1)OC (methyl 2-[(2-methoxyethoxy)methoxy]-3-(5-methoxypyridin-2-ylamino)benzoate). Solvent: CO (methanol). Run at temperature 40 celsius, time 30 minute. The product is COC(C1=C(C(=CC=C1)NC1=NC=C(C=C1)OC)O)=O (methyl-2-hydroxy-3-(5-methoxypyridin-2-ylamino)benzoate). The yield is 91.2%. Reaction SMILES: COCCOC[O:7][C:8]1[C:17]([NH:18][C:19]2[CH:24]=[CH:23][C:22]([O:25][CH3:26])=[CH:21][N:20]=2)=[CH:16][CH:15]=[CH:14][C:9]=1[C:10]([O:12][CH3:13])=[O:11]>CO>[CH3:13][O:12][C:10](=[O:11])[C:9]1[CH:14]=[CH:15][CH:16]=[C:17]([NH:18][C:19]2[CH:24]=[CH:23][C:22]([O:25][CH3:26])=[CH:21][N:20]=2)[C:8]=1[OH:7]. Reported procedure: To a solution of methyl 2-[(2-methoxyethoxy)methoxy]-3-(5-methoxypyridin-2-ylamino)benzoate 1.0 g (2.8 mmol) of step 3 in methanol 20 mL was added 6NHCl 2 mL, followed by stirring at 40° C. for 30 min. The reaction mixture was cooled to room temperature, concentrated in a vacuum, diluted with ethylacetate, washed with distilled water, and a saturated NaCl solution. After drying over magnesium sulfate and concentration in a vacuum, purification by column chromatography (developing solvent: ethyla... The reactants are OC1=C(C(N(C1)C)=O)C1=CC(=CC=C1)[N+](=O)[O-] (1,5-dihydro-4-hydroxy-N-methyl-3-(3-nitrophenyl)-2H-pyrrol-2-one). Reagents/catalysts: [Pd] (palladium on carbon). The solvent is C(C)O (ethanol). The product is NC=1C=C(C=CC1)C=1C(N(CC1O)C)=O (3-(3-Aminophenyl )- 1,5-dihydro-4-hydroxy-N-methyl-2H-pyrrol-2-one). Yield: 83.1%. Reaction SMILES: [OH:1][C:2]1[CH2:6][N:5]([CH3:7])[C:4](=[O:8])[C:3]=1[C:9]1[CH:14]=[CH:13][CH:12]=[C:11]([N+:15]([O-])=O)[CH:10]=1>C(O)C.[Pd]>[NH2:15][C:11]1[CH:10]=[C:9]([C:3]2[C:4](=[O:8])[N:5]([CH3:7])[CH2:6][C:2]=2[OH:1])[CH:14]=[CH:13][CH:12]=1. Procedure: A suspension of 1,5-dihydro-4-hydroxy-N-methyl-3-(3-nitrophenyl)-2H-pyrrol-2-one (1.23 g, 5.3 mmol)in ethanol (70 ml) was hydrogenated at 40 psi using a palladium on carbon catalyst (300 mg, 24% (w /w)) for 30 min. The catalyst was filtered off and the solvent evaporated in vacuo. The residue was azeotroped with toluene (2×30 ml) and then triturated with anhydrous ether (30 ml). The tetramic acid (0.90 g, 83%) was isolated as a yellow solid. 1H NMR (360MHz, D6 -DMSO ) δ2.85 (3H, s), 3.87 (2H, s)... Reaction SMILES: C(OC(=O)[NH:7][C:8]1([C:12]2[CH:17]=[CH:16][C:15]([C:18]3[C:19]([C:33]4[CH:38]=[CH:37][CH:36]=[CH:35][CH:34]=4)=[CH:20][C:21]4[N:22]([C:24](/[CH:28]=[CH:29]/[C:30](=[O:32])[NH2:31])=[C:25]([CH3:27])[N:26]=4)[N:23]=3)=[CH:14][CH:13]=2)[CH2:11][CH2:10][CH2:9]1)(C)(C)C>Cl.O1CCOCC1>[NH2:7][C:8]1([C:12]2[CH:13]=[CH:14][C:15]([C:18]3[C:19]([C:33]4[CH:34]=[CH:35][CH:36]=[CH:37][CH:38]=4)=[CH:20][C:21]4[N:22]([C:24](/[CH:28]=[CH:29]/[C:30]([NH2:31])=[O:32])=[C:25]([CH3:27])[N:26]=4)[N:23]=3)=[CH:16][CH:17]=2)[CH2:9][CH2:10][CH2:11]1. Isolated yield 25.2%. The product is NC1(CCC1)C1=CC=C(C=C1)C=1C(=CC=2N(N1)C(=C(N2)C)/C=C/C(=O)N)C2=CC=CC=C2 ((E)-3-{6-[4-(1-amino-cyclobutyl)-phenyl]-2-methyl-7-phenyl-imidazo[1,2-b]pyridazin-3-yl}-acrylamide). Conditions: time 1 hour. The solvent is Cl (hydrogen chloride), O1CCOCC1 (dioxane). Reactants: C(C)(C)(C)OC(NC1(CCC1)C1=CC=C(C=C1)C=1C(=CC=2N(N1)C(=C(N2)C)\C=C\C(N)=O)C2=CC=CC=C2)=O ((1-{4-[3-((E)-2-carbamoyl-vinyl)-2-methyl-7-phenyl-imidazo[1,2-b]pyridazin-6-yl]-phenyl}-cyclobutyl)-carbamic acid tert-butyl ester). Reported procedure: 247 mg Of the crude (1-{4-[3-((E)-2-carbamoyl-vinyl)-2-methyl-7-phenyl-imidazo[1,2-b]pyridazin-6-yl]-phenyl}-cyclobutyl)-carbamic acid tert-butyl ester were stirred in 15 mL 4M hydrogen chloride in dioxane for 22 hours at room temperature. The solvent was evaporated and the residue was treated with saturated sodium bicarbonate solution (pH 9). After stirring for one hour 100 mL dichloromethane were added and stirring was continued for one hour. The organic phase was separated and the aqueous pha... The reactants are CCO, CCOC(C)=O, [Ca+2], [Cl-], [Cl-], Nc1ccc(F)cc1[N+](=O)[O-], O, c1ccccc1. Yields the product Nc1ccc(F)cc1N. Reaction SMILES: [CH3:22][CH2:23][OH:24].[CH3:25][CH2:26][O:27][C:28]([CH3:29])=[O:30].[Ca+2:2].[Cl-:1].[Cl-:3].[F:5][c:6]1[cH:7][c:8]([N+:13]([O-:14])=[O:15])[c:9]([NH2:10])[cH:11][cH:12]1.[OH2:4].[cH:16]1[cH:17][cH:18][cH:19][cH:20][cH:21]1>>[F:5][c:6]1[cH:7][c:8]([NH2:13])[c:9]([NH2:10])[cH:11][cH:12]1.